The task is: describe an organic reaction: reactants, conditions, products, and yield. This data is from the Open Reaction Database (ORD), a public repository of structured organic reaction records. The product is Cl.N1CCC(CC1)C(=O)OC (methyl 4-piperidinecarboxylate hydrochloride). Starting materials: N1CCC(C(=O)O)CC1 (Isonipecotic acid), O (water), CO (methanol), Cl (HCl), Cl (HCl). Solvent: C1CCOC1 (THF). Conditions: time 2.5 hour. RXN SMILES: [NH:1]1[CH2:9][CH2:8][CH:4]([C:5]([OH:7])=[O:6])[CH2:3][CH2:2]1.[ClH:10].O.[CH3:12]O>C1COCC1>[ClH:10].[NH:1]1[CH2:9][CH2:8][CH:4]([C:5]([O:7][CH3:12])=[O:6])[CH2:3][CH2:2]1 |f:5.6|. Procedure details: Isonipecotic acid (40 g, 310 mmol) was suspended, with stirring, in 250 mL of dry methanol and treated with HCl gas (lecture bottle) until solution was obtained. The solution was then cooled in an ice bath and treatment with HCl gas continued for an additional 20 min. After 2.5 h, the reacion mixture was stripped of solvent using a water aspirator (30° C.) and the resulting heavy, white cake suspended in 150 mL dry THF and filtered. The filter cake was washed with two portions of 50 mL THF, foll... Reactants: N[C@@H]1[C@@H](CCCC1(F)F)NC=1N=C(C(=NC1)C#N)Cl (5-((1R,2R)-2-amino-3,3-difluorocyclohexylamino)-3-chloropyrazine-2-carbonitrile), O1N=CC=C1C1=CC=C(N)C=C1 (4-(isoxazol-5-yl)aniline), C(=O)([O-])[O-].[K+].[K+] (K2CO3), C=1C=CC(=CC1)P(C=2C=CC=CC2)C3=CC=C4C=CC=CC4=C3C5=C6C=CC=CC6=CC=C5P(C=7C=CC=CC7)C=8C=CC=CC8 (BINAP). The reagents and catalysts are CC(=O)[O-].CC(=O)[O-].[Pd+2] (Pd(OAc)2). Solvent: O1CCOCC1 (dioxane). Conditions: time 20 hour. The product is N[C@@H]1[C@@H](CCCC1(F)F)NC=1N=C(C(=NC1)C#N)NC1=CC=C(C=C1)C1=CC=NO1 (5-((1R,2R)-2-amino-3,3-difluorocyclohexylamino)-3-(4-(isoxazol-5-yl)phenylamino)pyrazine-2-carbonitrile). Isolated yield 3.8%. Reaction SMILES: [NH2:1][C@H:2]1[C:7]([F:9])([F:8])[CH2:6][CH2:5][CH2:4][C@H:3]1[NH:10][C:11]1[N:12]=[C:13](Cl)[C:14]([C:17]#[N:18])=[N:15][CH:16]=1.[O:20]1[C:24]([C:25]2[CH:31]=[CH:30][C:28]([NH2:29])=[CH:27][CH:26]=2)=[CH:23][CH:22]=[N:21]1.C([O-])([O-])=O.[K+].[K+].C1C=CC(P(C2C(C3C(P(C4C=CC=CC=4)C4C=CC=CC=4)=CC=C4C=3C=CC=C4)=C3C(C=CC=C3)=CC=2)C2C=CC=CC=2)=CC=1>O1CCOCC1.CC([O-])=O.CC([O-])=O.[Pd+2]>[NH2:1][C@H:2]1[C:7]([F:9])([F:8])[CH2:6][CH2:5][CH2:4][C@H:3]1[NH:10][C:11]1[N:12]=[C:13]([NH:29][C:28]2[CH:27]=[CH:26][C:25]([C:24]3[O:20][N:21]=[CH:22][CH:23]=3)=[CH:31][CH:30]=2)[C:14]([C:17]#[N:18])=[N:15][CH:16]=1 |f:2.3.4,7.8.9|. Procedure details: A mixture of 5-((1R,2R)-2-amino-3,3-difluorocyclohexylamino)-3-chloropyrazine-2-carbonitrile (74 mg, 0.257 mmol), 4-(isoxazol-5-yl)aniline (60 mg, 0.375 mmol), K2CO3 (80 mg, 0.579 mmol), BINAP (25 mg, 0.040 mmol) and Pd(OAc)2 (10 mg, 0.044 mmol) in dioxane (2 mL) was degassed with Ar, then was stirred at 110 C for 20 h. The mixture was concentrated in vacuo. The residue was purified by HPLC to give 5-((1R,2R)-2-amino-3,3-difluorocyclohexylamino)-3-(4-(isoxazol-5-yl)phenylamino)pyrazine-2-carboni... Starting materials: N1=C(C=CC=C1)CN1CCN(CC1)C(=O)OC(C)(C)C (Tert-butyl 4-(pyridine-2-ylmethyl)piperazine-1-carboxylate), FC(C(=O)O)(F)F (trifluoroacetic acid). Solvent: ClCCl (dichloromethane). Yields the product N1=C(C=CC=C1)CN1CCNCC1 (1-(pyridine-2-ylmethyl)piperazine). RXN SMILES: [N:1]1[CH:6]=[CH:5][CH:4]=[CH:3][C:2]=1[CH2:7][N:8]1[CH2:13][CH2:12][N:11](C(OC(C)(C)C)=O)[CH2:10][CH2:9]1.FC(F)(F)C(O)=O>ClCCl>[N:1]1[CH:6]=[CH:5][CH:4]=[CH:3][C:2]=1[CH2:7][N:8]1[CH2:13][CH2:12][NH:11][CH2:10][CH2:9]1. Procedure: A solution of 0.11 g (0.4 mmol) of the title compound from Step A above in 1 mL dichloromethane and 1 mL trifluoroacetic acid was stirred at ambient temperature for 1 h. All volatiles were removed in vacuo and the crude light brown residue was carried forward without purification. LC/MS: m/z (ES) 178.2 (MH)+.